Dataset: the Open Reaction Database (ORD), a public repository of structured organic reaction records. Task: describe an organic reaction: reactants, conditions, products, and yield RXN SMILES: C([O:3][C:4]([CH2:6][CH2:7][CH2:8][C:9]([NH:11][C:12]1[CH:17]=[C:16]([O:18][C:19]2[CH:24]=[CH:23][C:22]([NH:25][C:26]([NH:28][C:29]3[CH:34]=[CH:33][C:32]([F:35])=[CH:31][CH:30]=3)=[O:27])=[CH:21][CH:20]=2)[CH:15]=[CH:14][N:13]=1)=[O:10])=[O:5])C.[OH-].[Na+].CO.Cl>CN(C)C=O>[C:4]([CH2:6][CH2:7][CH2:8][C:9]([NH:11][C:12]1[CH:17]=[C:16]([O:18][C:19]2[CH:24]=[CH:23][C:22]([NH:25][C:26]([NH:28][C:29]3[CH:30]=[CH:31][C:32]([F:35])=[CH:33][CH:34]=3)=[O:27])=[CH:21][CH:20]=2)[CH:15]=[CH:14][N:13]=1)=[O:10])([OH:5])=[O:3] |f:1.2|. The solvent is CN(C=O)C (dimethylformamide). Procedure: N-{4-[2-(4-Ethoxycarbonylbutyryl)aminopyridin-4-yl]oxyphenyl}-N′-(4-fluorophenyl)urea (22 mg), 2N aqueous sodium hydroxide (1 ml), methanol (2 ml) and dimethylformamide (1 ml) were stirred together at 80° C. for 20 minutes. After returning the mixture to room temperature, 0.4 ml of 5N aqueous hydrochloric acid was added and the precipitated solid was filtered out to obtain 16 mg of the target substance as a white solid. Reactants: Cl (hydrochloric acid), C(C)OC(=O)CCCC(=O)NC1=NC=CC(=C1)OC1=CC=C(C=C1)NC(=O)NC1=CC=C(C=C1)F (N-{4-[2-(4-Ethoxycarbonylbutyryl)aminopyridin-4-yl]oxyphenyl}-N′-(4-fluorophenyl)urea), [OH-].[Na+] (sodium hydroxide), CO (methanol). Product: C(=O)(O)CCCC(=O)NC1=NC=CC(=C1)OC1=CC=C(C=C1)NC(=O)NC1=CC=C(C=C1)F (N-{4-[2-(4-Carboxybutanoyl)aminopyridin-4-yl]oxyphenyl}-N′-(4-fluorophenyl)urea). The reactants are C=CC1CC1(NC(=O)C1CC(O[Si](C)(C)C(C)(C)C)CN1)C(=O)OCC, C=CCCCCCNCc1ccc(OC)cc1, C1CCOC1, [Na+], O=C([O-])O. The product is C=CCCCCCN(Cc1ccc(OC)cc1)C(=O)N1CC(O[Si](C)(C)C(C)(C)C)CC1C(=O)NC1(C(=O)OCC)CC1C=C. RXN SMILES: [CH2:1]([CH3:2])[O:3][C:4](=[O:5])[C:6]1([NH:11][C:12](=[O:13])[CH:14]2[NH:15][CH2:16][CH:17]([O:19][Si:20]([CH3:21])([CH3:22])[C:23]([CH3:24])([CH3:25])[CH3:26])[CH2:18]2)[CH:7]([CH:9]=[CH2:10])[CH2:8]1.[CH2:32]([CH2:33][CH2:34][CH2:35][CH2:36][CH:37]=[CH2:38])[NH:39][CH2:40][c:41]1[cH:42][cH:43][c:44]([O:47][CH3:48])[cH:45][cH:46]1.[CH2:49]1[O:50][CH2:51][CH2:52][CH2:53]1.[Na+:31].[O-:27][C:28](=[O:29])[OH:30]>>[CH2:1]([CH3:2])[O:3][C:4](=[O:5])[C:6]1([NH:11][C:12](=[O:13])[CH:14]2[N:15]([C:28](=[O:30])[N:39]([CH2:32][CH2:33][CH2:34][CH2:35][CH2:36][CH:37]=[CH2:38])[CH2:40][c:41]3[cH:42][cH:43][c:44]([O:47][CH3:48])[cH:45][cH:46]3)[CH2:16][CH:17]([O:19][Si:20]([CH3:21])([CH3:22])[C:23]([CH3:24])([CH3:25])[CH3:26])[CH2:18]2)[CH:7]([CH:9]=[CH2:10])[CH2:8]1. The reactants are C(C1=CC=CC=C1)N([C@@H]1CN(C[C@H]1O)C(=O)OC(C)(C)C)CC1=CC=CC=C1 (tert-butyl (3R,4R)-3-(dibenzylamino)-4-hydroxy-pyrrolidine-1-carboxylate), Cl.O1CCOCC1 (hydrogen chloride 1,4-dioxane), resultant solution. The product is C(C1=CC=CC=C1)N([C@H]1[C@@H](CNC1)O)CC1=CC=CC=C1 ((3R,4R)-4-(Dibenzylamino)pyrrolidin-3-ol). Isolated yield 100.4%. Reaction SMILES: [CH2:1]([N:8]([CH2:22][C:23]1[CH:28]=[CH:27][CH:26]=[CH:25][CH:24]=1)[C@H:9]1[C@H:13]([OH:14])[CH2:12][N:11](C(OC(C)(C)C)=O)[CH2:10]1)[C:2]1[CH:7]=[CH:6][CH:5]=[CH:4][CH:3]=1.Cl.O1CCOCC1>>[CH2:22]([N:8]([CH2:1][C:2]1[CH:7]=[CH:6][CH:5]=[CH:4][CH:3]=1)[C@@H:9]1[CH2:10][NH:11][CH2:12][C@H:13]1[OH:14])[C:23]1[CH:24]=[CH:25][CH:26]=[CH:27][CH:28]=1 |f:1.2|. Reported procedure: To tert-butyl (3R,4R)-3-(dibenzylamino)-4-hydroxy-pyrrolidine-1-carboxylate (350 mg, 0.91 mmol) synthesized in Reference Synthesis Example 71, 4 M hydrogen chloride/1,4-dioxane solution (3 mL) was added and the resultant solution was stirred at room temperature. The reaction solution was concentrated under reduced pressure and chloroform was added to the obtained residue, followed by washing the resultant mixture with saturated sodium bicarbonate aqueous solution. The organic layer was dried ove... As a reaction SMILES: [Br:1][c:2]1[n:3][n:4]([CH3:13])[c:5]2[n:6][c:7]([S:11][CH3:12])[n:8][cH:9][c:10]12.[C:14](=[O:15])([O-:16])[O-:17].[CH3:20][C:21]1([CH3:22])[C:23]([CH3:24])([CH3:25])[O:26][B:27]([c:28]2[cH:29][cH:30][c:31]([NH2:32])[cH:33][cH:34]2)[O:35]1.[K+:18].[K+:19].[O:36]1[CH2:37][CH2:38][O:39][CH2:40][CH2:41]1.[OH2:42].[cH:43]1[cH:44][cH:45][c:46]([P:47]([Pd:48]([P:49]([c:50]2[cH:51][cH:52][cH:53][cH:54][cH:55]2)([c:56]2[cH:57][cH:58][cH:59][cH:60][cH:61]2)[c:62]2[cH:63][cH:64][cH:65][cH:66][cH:67]2)([P:68]([c:69]2[cH:70][cH:71][cH:72][cH:73][cH:74]2)([c:75]2[cH:76][cH:77][cH:78][cH:79][cH:80]2)[c:81]2[cH:82][cH:83][cH:84][cH:85][cH:86]2)[P:87]([c:88]2[cH:89][cH:90][cH:91][cH:92][cH:93]2)([c:94]2[cH:95][cH:96][cH:97][cH:98][cH:99]2)[c:100]2[cH:101][cH:102][cH:103][cH:104][cH:105]2)([c:106]2[cH:107][cH:108][cH:109][cH:110][cH:111]2)[c:112]2[cH:113][cH:114][cH:115][cH:116][cH:117]2)[cH:118][cH:119]1>>[c:2]1(-[c:28]2[cH:29][cH:30][c:31]([NH2:32])[cH:33][cH:34]2)[n:3][n:4]([CH3:13])[c:5]2[n:6][c:7]([S:11][CH3:12])[n:8][cH:9][c:10]12. The reactants are CSc1ncc2c(Br)nn(C)c2n1, O=C([O-])[O-], CC1(C)OB(c2ccc(N)cc2)OC1(C)C, [K+], [K+], C1COCCO1, O, c1ccc(P(c2ccccc2)(c2ccccc2)[Pd](P(c2ccccc2)(c2ccccc2)c2ccccc2)(P(c2ccccc2)(c2ccccc2)c2ccccc2)P(c2ccccc2)(c2ccccc2)c2ccccc2)cc1. Yields the product CSc1ncc2c(-c3ccc(N)cc3)nn(C)c2n1. Starting materials: CC[O-], CCO, CCOC=O, Cl, [Na+], CCn1nc(C)cc1C(=O)Nc1cccc(C(=O)c2ccc3c(c2)CC(=O)N3)c1. Yields the product CCn1nc(C)cc1C(=O)Nc1cccc(C(=O)c2ccc3c(c2)C(=CO)C(=O)N3)c1. Reaction SMILES: [CH3:36][CH2:37][O-:38].[CH3:40][CH2:41][OH:42].[CH:30](=[O:31])[O:32][CH2:33][CH3:34].[ClH:39].[Na+:35].[O:1]=[C:2]1[NH:3][c:4]2[cH:5][cH:6][c:7]([C:11](=[O:12])[c:13]3[cH:14][c:15]([NH:19][C:20](=[O:21])[c:22]4[n:23]([CH2:28][CH3:29])[n:24][c:25]([CH3:27])[cH:26]4)[cH:16][cH:17][cH:18]3)[cH:8][c:9]2[CH2:10]1>>[O:1]=[C:2]1[NH:3][c:4]2[cH:5][cH:6][c:7]([C:11](=[O:12])[c:13]3[cH:14][c:15]([NH:19][C:20](=[O:21])[c:22]4[n:23]([CH2:28][CH3:29])[n:24][c:25]([CH3:27])[cH:26]4)[cH:16][cH:17][cH:18]3)[cH:8][c:9]2[C:10]1=[CH:30][OH:31]. Run at temperature 20 celsius, time 2 hour. Procedure: To a solution of 3-acetyl-5-amino-1-(2,6-dichloro-4-trifluoromethylphenyl)-4-methylsulfinylpyrazole (3 g) in dichloromethane containing diisopropylethylamine (1.44 ml) was added trifluoromethylsulfenyl chloride (0.97 ml) at −30° C. The mixture was stirred (2 hours) and when at 20° C. purged with nitrogen. Water was added and the organic phase dried (sodium sulfate) and evaporated. The residue was purified by silica gel chromatography eluting with 25% ethyl acetate in hexane to give 3-acetyl-1-(2... Yields the product C(C)(=O)C1=NN(C(=C1S(=O)C)NSC(F)(F)F)C1=C(C=C(C=C1Cl)C(F)(F)F)Cl (3-acetyl-1-(2,6-dichloro-4-trifluoromethylphenyl)-4-methylsulfinyl-5-trifluoromethylsulfenylaminopyrazole). Run in ClCCl (dichloromethane). Reactants: C(C)(=O)C1=NN(C(=C1S(=O)C)N)C1=C(C=C(C=C1Cl)C(F)(F)F)Cl (3-acetyl-5-amino-1-(2,6-dichloro-4-trifluoromethylphenyl)-4-methylsulfinylpyrazole), C(C)(C)N(CC)C(C)C (diisopropylethylamine), FC(SCl)(F)F (trifluoromethylsulfenyl chloride). Reaction SMILES: [C:1]([C:4]1[C:8]([S:9]([CH3:11])=[O:10])=[C:7]([NH2:12])[N:6]([C:13]2[C:18]([Cl:19])=[CH:17][C:16]([C:20]([F:23])([F:22])[F:21])=[CH:15][C:14]=2[Cl:24])[N:5]=1)(=[O:3])[CH3:2].C(N(C(C)C)CC)(C)C.[F:34][C:35]([F:39])([F:38])[S:36]Cl>ClCCl>[C:1]([C:4]1[C:8]([S:9]([CH3:11])=[O:10])=[C:7]([NH:12][S:36][C:35]([F:39])([F:38])[F:34])[N:6]([C:13]2[C:14]([Cl:24])=[CH:15][C:16]([C:20]([F:22])([F:21])[F:23])=[CH:17][C:18]=2[Cl:19])[N:5]=1)(=[O:3])[CH3:2]. Starting materials: C(C)(=O)O[C@H]1[C@H](OC2=C(C=CC(=C2)NC(=O)OCC2=CC=CC=C2)CC2=CC=C(C=C2)CC)O[C@@H]([C@H]([C@@H]1OC(C)=O)OC(C)=O)COC(C)=O (5-benzyloxycarbonylamino-2-(4-ethyl-benzyl)phenyl 2,3,4,6-tetra-O-acetyl-β-D-glucopyranoside). Reagents/catalysts: [C].[Pd] (palladium-carbon). Run in O1CCCC1 (tetrahydrofuran). Conditions: time 8 hour. Product: C(C)(=O)O[C@H]1[C@H](OC2=C(C=CC(=C2)N)CC2=CC=C(C=C2)CC)O[C@@H]([C@H]([C@@H]1OC(C)=O)OC(C)=O)COC(C)=O (5-amino-2-(4-ethylbenzyl)phenyl 2,3,4,6-tetra-O-acetyl-β-D-glucopyranoside). Yield: 67.3%. As a reaction SMILES: [C:1]([O:4][C@@H:5]1[C@@H:37]([O:38][C:39](=[O:41])[CH3:40])[C@H:36]([O:42][C:43](=[O:45])[CH3:44])[C@@H:35]([CH2:46][O:47][C:48](=[O:50])[CH3:49])[O:34][C@H:6]1[O:7][C:8]1[CH:13]=[C:12]([NH:14]C(OCC2C=CC=CC=2)=O)[CH:11]=[CH:10][C:9]=1[CH2:25][C:26]1[CH:31]=[CH:30][C:29]([CH2:32][CH3:33])=[CH:28][CH:27]=1)(=[O:3])[CH3:2]>O1CCCC1.[C].[Pd]>[C:1]([O:4][C@@H:5]1[C@@H:37]([O:38][C:39](=[O:41])[CH3:40])[C@H:36]([O:42][C:43](=[O:45])[CH3:44])[C@@H:35]([CH2:46][O:47][C:48](=[O:50])[CH3:49])[O:34][C@H:6]1[O:7][C:8]1[CH:13]=[C:12]([NH2:14])[CH:11]=[CH:10][C:9]=1[CH2:25][C:26]1[CH:31]=[CH:30][C:29]([CH2:32][CH3:33])=[CH:28][CH:27]=1)(=[O:3])[CH3:2] |f:2.3|. Reported procedure: To a solution of 5-benzyloxycarbonylamino-2-(4-ethyl-benzyl)phenyl 2,3,4,6-tetra-O-acetyl-β-D-glucopyranoside (0.35 g) in tetrahydrofuran (4 mL) was added 10% palladium-carbon powder (0.07 g), and the mixture was stirred under a hydrogen atmosphere at room temperature for 8 hours. An insoluble material was removed by filtration, and the solvent of the filtrate was removed under reduced pressure. The residue was purified by column chromatography on silica gel (eluent: hexane/ethyl acetate=2/3-dic...